Dataset: the Open Reaction Database (ORD), a public repository of structured organic reaction records. Task: describe an organic reaction: reactants, conditions, products, and yield Reactants: [Al+3], COc1ccc(CCC(N)=O)cc1, [H-], [H-], [H-], [H-], [Li+], C1CCOC1, O. Yields the product COc1ccc(CCCN)cc1. As a reaction SMILES: [Al+3:2].[CH3:12][O:13][c:14]1[cH:15][cH:16][c:17]([CH2:20][CH2:21][C:22](=[O:23])[NH2:24])[cH:18][cH:19]1.[H-:1].[H-:4].[H-:5].[H-:6].[Li+:3].[O:7]1[CH2:8][CH2:9][CH2:10][CH2:11]1.[OH2:25]>>[CH3:12][O:13][c:14]1[cH:15][cH:16][c:17]([CH2:20][CH2:21][CH2:22][NH2:24])[cH:18][cH:19]1. Yields the product CCCCCCCCn1ccc2c(C)c(CC(=O)OCC)c(C)c(NC(=O)C(C)(C)C)c21. As a reaction SMILES: [CH2:1]([CH3:2])[O:3][C:4](=[O:5])[CH2:6][c:7]1[c:8]([CH3:24])[c:9]2[cH:10][cH:11][nH:12][c:13]2[c:14]([NH:17][C:18]([C:19]([CH3:20])([CH3:21])[CH3:22])=[O:23])[c:15]1[CH3:16].[H-:26].[I:27][CH2:28][CH2:29][CH2:30][CH2:31][CH2:32][CH2:33][CH2:34][CH3:35].[Na+:25].[O:37]=[CH:38][N:39]([CH3:40])[CH3:41].[OH2:36]>>[CH2:1]([CH3:2])[O:3][C:4](=[O:5])[CH2:6][c:7]1[c:8]([CH3:24])[c:9]2[cH:10][cH:11][n:12]([CH2:28][CH2:29][CH2:30][CH2:31][CH2:32][CH2:33][CH2:34][CH3:35])[c:13]2[c:14]([NH:17][C:18]([C:19]([CH3:20])([CH3:21])[CH3:22])=[O:23])[c:15]1[CH3:16]. Reactants: CCOC(=O)Cc1c(C)c(NC(=O)C(C)(C)C)c2[nH]ccc2c1C, [H-], CCCCCCCCI, [Na+], CN(C)C=O, O.